From a dataset of the Open Reaction Database (ORD), a public repository of structured organic reaction records. describe an organic reaction: reactants, conditions, products, and yield Starting materials: C(CCC)[Sn](C1=CC(=NO1)C=1C=C2C=CN=CC2=CC1)(CCCC)CCCC (6-(5-(tributylstannyl)isoxazol-3-yl)isoquinoline), II (iodine). Run in C1CCOC1 (THF). Reaction conditions: temperature 80 celsius, time 12 hour. Yields the product IC1=CC(=NO1)C=1C=C2C=CN=CC2=CC1 (6-(5-iodoisoxazol-3-yl)isoquinoline). Isolated yield 88.7%. As a reaction SMILES: C([Sn](CCCC)(CCCC)[C:6]1[O:10][N:9]=[C:8]([C:11]2[CH:12]=[C:13]3[C:18](=[CH:19][CH:20]=2)[CH:17]=[N:16][CH:15]=[CH:14]3)[CH:7]=1)CCC.[I:29]I>C1COCC1>[I:29][C:6]1[O:10][N:9]=[C:8]([C:11]2[CH:12]=[C:13]3[C:18](=[CH:19][CH:20]=2)[CH:17]=[N:16][CH:15]=[CH:14]3)[CH:7]=1. Procedure details: To a solution of 6-(5-(tributylstannyl)isoxazol-3-yl)isoquinoline (1.00 g, 2.1 mmol) in 20 mL of THF in a sealable tube was added iodine (0.52 g, 2.1 mmol). The tube was sealed and heated to 80° C. by immersion in an oil bath. After 12 hours, the mixture was concentrated under reduced pressure and the residue was purified by flash chromatography on silica gel (0 to 2.5% MeOH/DCM), affording 6-(5-iodoisoxazol-3-yl)isoquinoline (0.60 g, 90% yield) as a grey powder. 1H NMR (400 MHz, DMSO-d6) δ ppm ... The reactants are CNC(NC1=CC=CC=C1)=S (N'-methyl-N-phenylthiourea), C(C)NC(NC1=CC=CC=C1)=S (N'-ethyl-N-phenylthiourea). Product: C(C)NC=1SC2=C(N1)C=CC=C2 (2-ethylamino-benzthiazole). Yield: 94.4%. Reaction SMILES: CNC(=S)NC1C=CC=CC=1.[CH2:12]([NH:14][C:15](=[S:23])[NH:16][C:17]1[CH:22]=[CH:21][CH:20]=[CH:19][CH:18]=1)[CH3:13]>>[CH2:12]([NH:14][C:15]1[S:23][C:18]2[CH:19]=[CH:20][CH:21]=[CH:22][C:17]=2[N:16]=1)[CH3:13]. Reported procedure: When operating as described in Example 53, using instead of N'-methyl-N-phenylthiourea an equimolar amount of N'-ethyl-N-phenylthiourea, 2-ethylamino-benzthiazole melting at 93° C. is obtained in a yield of 94.4% of the theory and with an equally good purity. The reactants are CCCCCC(O)C=CC1C(O)CC(=O)C1SCCCSCC(=O)OC, CC#N, O=P([O-])([O-])[O-]. Yields the product CCCCCC(O)C=CC1C(O)CC(=O)C1SCCCSCC(=O)O. As a reaction SMILES: [CH3:1][O:2][C:3]([CH2:4][S:5][CH2:6][CH2:7][CH2:8][S:9][CH:10]1[CH:11]([CH:17]=[CH:18][CH:19]([CH2:20][CH2:21][CH2:22][CH2:23][CH3:24])[OH:25])[CH:12]([OH:16])[CH2:13][C:14]1=[O:15])=[O:26].[CH3:32][C:33]#[N:34].[O-:27][P:28](=[O:29])([O-:30])[O-:31]>>[O:2]=[C:3]([CH2:4][S:5][CH2:6][CH2:7][CH2:8][S:9][CH:10]1[CH:11]([CH:17]=[CH:18][CH:19]([CH2:20][CH2:21][CH2:22][CH2:23][CH3:24])[OH:25])[CH:12]([OH:16])[CH2:13][C:14]1=[O:15])[OH:26]. Reactants: CCOC(=O)c1csc(C2CCN(C(=O)OC(C)(C)C)CC2)n1, CCOCC, Cl. The product is CCOC(=O)c1csc(C2CC[NH2+]CC2)n1, [Cl-]. Reaction SMILES: [CH2:2]([CH3:3])[O:4][C:5](=[O:6])[c:7]1[n:8][c:9]([CH:12]2[CH2:13][CH2:14][N:15]([C:18]([O:19][C:20]([CH3:21])([CH3:22])[CH3:23])=[O:24])[CH2:16][CH2:17]2)[s:10][cH:11]1.[CH3:25][CH2:26][O:27][CH2:28][CH3:29].[ClH:1]>>[CH2:2]([CH3:3])[O:4][C:5](=[O:6])[c:7]1[n:8][c:9]([CH:12]2[CH2:13][CH2:14][NH2+:15][CH2:16][CH2:17]2)[s:10][cH:11]1.[Cl-:1]. Starting materials: CCOC(=O)C1CCC(NS(=O)(=O)c2ccc3c(Cl)cnc(NC(=N)N)c3c2)CC1, Cl, C1COCCO1. Yields the product N=C(N)Nc1ncc(Cl)c2ccc(S(=O)(=O)NC3CCC(C(=O)O)CC3)cc12. Reaction SMILES: [Cl:2][c:3]1[cH:4][n:5][c:6]([NH:28][C:29](=[NH:30])[NH2:31])[c:7]2[cH:8][c:9]([S:13](=[O:14])(=[O:15])[NH:16][CH:17]3[CH2:18][CH2:19][CH:20]([C:23](=[O:24])[O:25][CH2:26][CH3:27])[CH2:21][CH2:22]3)[cH:10][cH:11][c:12]12.[ClH:1].[O:32]1[CH2:33][CH2:34][O:35][CH2:36][CH2:37]1>>[Cl:2][c:3]1[cH:4][n:5][c:6]([NH:28][C:29](=[NH:30])[NH2:31])[c:7]2[cH:8][c:9]([S:13](=[O:14])(=[O:15])[NH:16][CH:17]3[CH2:18][CH2:19][CH:20]([C:23](=[O:24])[OH:25])[CH2:21][CH2:22]3)[cH:10][cH:11][c:12]12. The reactants are COc1ccc(-c2[nH]c(-c3cccc([N+](=O)[O-])c3)nc2C(=O)O)cc1, Nc1nncs1, O=S(Cl)Cl. Yields the product COc1ccc(-c2[nH]c(-c3cccc([N+](=O)[O-])c3)nc2C(=O)Nc2nncs2)cc1. Reaction SMILES: [CH3:1][O:2][c:3]1[cH:4][cH:5][c:6](-[c:9]2[c:10]([C:23](=[O:24])[OH:25])[n:11][c:12](-[c:14]3[cH:15][c:16]([N+:20](=[O:21])[O-:22])[cH:17][cH:18][cH:19]3)[nH:13]2)[cH:7][cH:8]1.[NH2:30][c:31]1[s:32][cH:33][n:34][n:35]1.[S:26]([Cl:27])([Cl:28])=[O:29]>>[CH3:1][O:2][c:3]1[cH:4][cH:5][c:6](-[c:9]2[c:10]([C:23](=[O:24])[NH:30][c:31]3[s:32][cH:33][n:34][n:35]3)[n:11][c:12](-[c:14]3[cH:15][c:16]([N+:20](=[O:21])[O-:22])[cH:17][cH:18][cH:19]3)[nH:13]2)[cH:7][cH:8]1. Reactants: CCC(C=1C=CC(=CC1)CC(C)C)C(=O)O (butibufen), C(C(C)C)C1=CC=C(C=C1)C(C(=O)O)CC (2-(4-isobutylphenyl)butyric acid). Run in C1=CC=CC=C1 (benzene). Yields the product C1(=CC=CC=C1)C(C(=O)O)C (2-phenylpropionic acid). Reaction SMILES: C[CH2:2][CH:3]([C:14]([OH:16])=[O:15])[C:4]1[CH:5]=[CH:6][C:7](CC(C)C)=[CH:8][CH:9]=1>C1C=CC=CC=1>[C:4]1([CH:3]([CH3:2])[C:14]([OH:16])=[O:15])[CH:5]=[CH:6][CH:7]=[CH:8][CH:9]=1. Procedure details: The above examples are directed specifically to the production of ibuprofen, 2-(4-isobutylphenyl)propionic acid. However, the procedures and limits described in those examples are also illustrative of the application of the process to the production of other related acids of the class previously defined. Thus, by substituting cyclohexylbenzene for the isobutylbenzene starting material in Example 1 and proceeding as described in Examples 1-4, the product of the process is 2-(4-cyclohexylphenyl)pr...